describe an organic reaction: reactants, conditions, products, and yield From a dataset of the Open Reaction Database (ORD), a public repository of structured organic reaction records. Reactants: C1(=CC=CC=C1)NC1=CC=CC=C1 (Diphenylamine), C1(O)=CC(O)=CC=C1 (resorcin). The reagents and catalysts are P(O)(O)(O)=O (phosphoric acid). The product is OC1=C(C=CC=C1)N(C1=CC=CC=C1)C1=CC=CC=C1 (hydroxytriphenylamine). As a reaction SMILES: [C:1]1([NH:7][C:8]2[CH:13]=[CH:12][CH:11]=[CH:10][CH:9]=2)[CH:6]=[CH:5][CH:4]=[CH:3][CH:2]=1.[C:14]1([CH:21]=[CH:20][CH:19]=[C:17]([OH:18])[CH:16]=1)O>P(=O)(O)(O)O>[OH:18][C:17]1[CH:19]=[CH:20][CH:21]=[CH:14][C:16]=1[N:7]([C:8]1[CH:9]=[CH:10][CH:11]=[CH:12][CH:13]=1)[C:1]1[CH:6]=[CH:5][CH:4]=[CH:3][CH:2]=1. Procedure: Diphenylamine and 5 times the molar amount of resorcin were reacted at 200° C. for 20 hours in the presence of a phosphoric acid catalyst to obtain a hydroxytriphenylamine derivative. In the product was dissolved double the molar amount of phthalic anhydride by heating at 150° C. for 4 hours in the presence of a zinc chloride catalyst. After completion of the reaction, the reaction mixture was worked up in the same manner as in Synthesis Example 1 to obtain 3'-diphenylamino-6'-(N-p-isopropylphen... Starting materials: [H][H] (hydrogen), S1C=CC=C1 (thiophene), C1(CCCCC1)=O (cyclohexanone), C1(=CC=CC=C1)CN1C(=NC2=C1C=CC=C2)NC2CCNCC2 (1-(phenylmethyl)-N-(4-piperidinyl)-1H-benzimidazol-2-amine). Reagents/catalysts: [Pd] (palladium-on-charcoal). The solvent is CO (methanol), C(C)(=O)O (acetic acid), C(C)O (ethanol). Yields the product C1(CCCCC1)N1CCC(CC1)NC1=NC2=C(N1CC1=CC=CC=C1)C=CC=C2 (N-(1-cyclohexyl-4-piperidinyl)-1-(phenylmethyl)-1H-benzimidazol-2-amine). The yield is 38.5%. Reaction SMILES: S1C=CC=C1.[C:6]1(=O)[CH2:11][CH2:10][CH2:9][CH2:8][CH2:7]1.[C:13]1([CH2:19][N:20]2[C:24]3[CH:25]=[CH:26][CH:27]=[CH:28][C:23]=3[N:22]=[C:21]2[NH:29][CH:30]2[CH2:35][CH2:34][NH:33][CH2:32][CH2:31]2)[CH:18]=[CH:17][CH:16]=[CH:15][CH:14]=1.[H][H]>[Pd].CO.C(O)(=O)C.C(O)C>[CH:6]1([N:33]2[CH2:34][CH2:35][CH:30]([NH:29][C:21]3[N:20]([CH2:19][C:13]4[CH:14]=[CH:15][CH:16]=[CH:17][CH:18]=4)[C:24]4[CH:25]=[CH:26][CH:27]=[CH:28][C:23]=4[N:22]=3)[CH2:31][CH2:32]2)[CH2:11][CH2:10][CH2:9][CH2:8][CH2:7]1. Procedure: To 1 part of a solution of 2 parts of thiophene in 40 parts of ethanol, are added 2 parts of cyclohexanone, 3 parts of 1-(phenylmethyl)-N-(4-piperidinyl)-1H-benzimidazol-2-amine, 1 part of acetic acid and 120 parts of methanol. The whole is hydrogenated at normal pressure and at room temperature with 2 parts of palladium-on-charcoal catalyst 10%. After the calculated amount of hydrogen is taken up, the catalyst is filtered off over Hyflo and the filtrate is evaporated. The residue is taken up in... The reactants are C(C)(C)(C)OC(C(C)(C)SC=1SC=C(N1)CCN)=O (2-{[4-(2-aminoethyl)-1,3-thiazol-2-yl]thio}-2-methylpropionic acid tert-butyl ester), FC(C(=O)O)(F)F (trifluoroacetic acid), ClC=1C=C(C#N)C=CC1F (3-chloro-4-fluorobenzonitrile). The solvent is ClCCl (dichloromethane). Conditions: time 12 hour. Yields the product ClC1=C(C=CC(=C1)C#N)N(CCC=1N=C(SC1)SC(C(=O)O)(C)C)CCCCCCC (2-[(4-{2-[(2-chloro-4-cyanophenyl)(heptyl)amino]ethyl}-1,3-thiazol-2-yl)thio]-2-methylpropionic acid). Reaction SMILES: C([O:5][C:6](=[O:19])[C:7]([S:10][C:11]1[S:12][CH:13]=[C:14]([CH2:16][CH2:17][NH2:18])[N:15]=1)([CH3:9])[CH3:8])(C)(C)C.[Cl:20][C:21]1[CH:22]=[C:23]([CH:26]=[CH:27][C:28]=1F)[C:24]#[N:25].F[C:31](F)(F)[C:32](O)=O>ClCCl>[Cl:20][C:21]1[CH:22]=[C:23]([C:24]#[N:25])[CH:26]=[CH:27][C:28]=1[N:18]([CH2:27][CH2:28][CH2:21][CH2:22][CH2:23][CH2:31][CH3:32])[CH2:17][CH2:16][C:14]1[N:15]=[C:11]([S:10][C:7]([CH3:8])([CH3:9])[C:6]([OH:5])=[O:19])[S:12][CH:13]=1. Procedure details: The compound obtained using 2-{[4-(2-aminoethyl)-1,3-thiazol-2-yl]thio}-2-methylpropionic acid tert-butyl ester synthesized in Example 7 and 3-chloro-4-fluorobenzonitrile as starting materials and by operations similar to those of Example 265-1 and Example 265-2 was treated with dichloromethane and trifluoroacetic acid, and the mixture was stirred at room temperature for 12 hr. The reaction solution was concentrated under reduced pressure, and the residue was purified by silica gel chromatograph... The reactants are COC=1C(=CC=CC1)N (o-anisidine), C(OCC)(OCC)OCC (triethyl orthoformate), C(CCC)(=O)CC(=O)OCC (ethyl butyrylacetate). Run in C(C)O (ethanol). Reaction conditions: time 2.5 hour. Yields the product C(CCC)(=O)C(C(=O)OCC)=CNC1=C(C=CC=C1)OC (ethyl 2-butyryl-3-(2-methoxyphenylamino)acrylate). Isolated yield 27.2%. As a reaction SMILES: [CH3:1][O:2][C:3]1[C:4]([NH2:9])=[CH:5][CH:6]=[CH:7][CH:8]=1.[CH:10]([O:17]CC)([O:14][CH2:15][CH3:16])OCC.[C:20]([CH2:25][C:26](OCC)=O)(=[O:24])[CH2:21][CH2:22][CH3:23]>C(O)C>[C:20]([C:25](=[CH:26][NH:9][C:4]1[CH:5]=[CH:6][CH:7]=[CH:8][C:3]=1[O:2][CH3:1])[C:10]([O:14][CH2:15][CH3:16])=[O:17])(=[O:24])[CH2:21][CH2:22][CH3:23]. Procedure details: A mixture of o-anisidine (22.6 ml, 0.2 mol), triethyl orthoformate (33.3 ml, 0.2 mol) and ethyl butyrylacetate (31.6 ml. 0.2 mol) was heated such that ethanol distilled over slowly. After 2.5 hours the mixture was allowed to cool, diluted with methanol (100 ml) and allowed to crystallise. The N-(2-methoxyphenyl)-2-butyryl-3-(2-methoxyphenylamino)acrylamide by-product was filtered off. Evaporation of the mother liquors and recrystallisation from petroleum ether (40-60) gave ethyl 2-butyryl-3-(2-m... Reactants: FC=1C=C(C=C(C1)F)B(O)O (3,5-difluorophenyl-dihydroxyborane), IC=1C=C(C(=O)O)C=CC1 (3-iodobenzoic acid), C([O-])([O-])=O.[Na+].[Na+] (sodium carbonate). Reagents/catalysts: C(C)(=O)[O-].[Pd+2].C(C)(=O)[O-] (palladium(II) acetate). Run in O (water). Conditions: time 6 hour. The product is FC=1C=C(C=C(C1)F)C=1C=C(C(=O)O)C=CC1 (3-(3,5-difluorophenyl)benzoic acid). As a reaction SMILES: [F:1][C:2]1[CH:3]=[C:4](B(O)O)[CH:5]=[C:6]([F:8])[CH:7]=1.I[C:13]1[CH:14]=[C:15]([CH:19]=[CH:20][CH:21]=1)[C:16]([OH:18])=[O:17].C(=O)([O-])[O-].[Na+].[Na+]>O.C([O-])(=O)C.[Pd+2].C([O-])(=O)C>[F:1][C:2]1[CH:3]=[C:4]([C:13]2[CH:14]=[C:15]([CH:19]=[CH:20][CH:21]=2)[C:16]([OH:18])=[O:17])[CH:5]=[C:6]([F:8])[CH:7]=1 |f:2.3.4,6.7.8|. Procedure details: The mixture of 3,5-difluorophenyl-dihydroxyborane (3 g), 3-iodobenzoic acid (3.37 g), sodium carbonate (4.31 g) and palladium(II) acetate (0.030 g) in water (60 ml) was stirred at room temperature for six hours. The reaction mixture was filtered and was washed with ether (30 ml) twice. The aqueous layer was adjusted to pH 2 with 6N hydrochloric acid. The crystalline was collected, washed with water and dried to afford 3-(3,5-difluorophenyl)benzoic acid. Reactants: C(C)(C)OC1(CC1)C1=CC=C(C=C1)C#CC1=CC=C(C(=O)OCC)C=C1 (ethyl 4-[4-(1-isopropoxycyclopropyl)-phenylethynyl]-benzoate), C(C)(C)OC1(CC1)C1=CC=C(C=C1)C#CC1=CC=C(C(=O)OCC)C=C1 (ethyl 4-[4-(1-isopropoxycyclopropyl)-phenylethynyl]-benzoate), COC(CC1=CC=C(C=C1)I)=O (4-iodo phenyl acetic acid methyl ester), COC(CC1=CC=C(C=C1)I)=O (4-iodo phenyl acetic acid methyl ester). Reagents/catalysts: [Cu]I (copper(I)iodide), Cl[Pd]([P](C1=CC=CC=C1)(C2=CC=CC=C2)C3=CC=CC=C3)([P](C4=CC=CC=C4)(C5=CC=CC=C5)C6=CC=CC=C6)Cl (Dichlorobis(triphenylphosphine)palladium(II)). Run in C(C)N(CC)CC (triethylamine). Run at time 8 hour. Yields the product EtOAc—hexanes, COC(CC1=CC=C(C=C1)C#CC1=CC=C(C=C1)C1(CC1)OCC1=CC=CC=C1)=O (Methyl{4-[4-(1-benzyloxycyclopropyl)-phenylethynyl]-phenyl}-acetate). The yield is 161.4%. Reaction SMILES: [CH:1]([O:4][C:5]1([C:8]2[CH:13]=[CH:12][C:11]([C:14]#[C:15][C:16]3[CH:26]=[CH:25][C:19](C(OCC)=O)=[CH:18][CH:17]=3)=[CH:10][CH:9]=2)[CH2:7][CH2:6]1)([CH3:3])C.[CH3:27][O:28][C:29](=[O:38])[CH2:30]C1C=CC(I)=CC=1>C(N(CC)CC)C.[Cu]I.Cl[Pd](Cl)([P](C1C=CC=CC=1)(C1C=CC=CC=1)C1C=CC=CC=1)[P](C1C=CC=CC=1)(C1C=CC=CC=1)C1C=CC=CC=1>[CH3:27][O:28][C:29](=[O:38])[CH2:30][C:19]1[CH:25]=[CH:26][C:16]([C:15]#[C:14][C:11]2[CH:10]=[CH:9][C:8]([C:5]3([O:4][CH2:1][C:3]4[CH:9]=[CH:8][CH:5]=[CH:6][CH:7]=4)[CH2:7][CH2:6]3)=[CH:13][CH:12]=2)=[CH:17][CH:18]=1 |^1:50,69|. Procedure: Using General Procedure F; 1-ethynyl-4-(1-benzyloxycyclopropyl)-benzene (Intermediate 71, 60.0 mg, 0.20 mmol) and methyl-(4-iodophenyl)-acetate (Reagent B, 66.0 mg, 0.24 mmol) in triethylamine (5 mL) was treated with copper(I)iodide (15.0 mg, 0.08 mmol) and sparged with argon for 5 minutes. Dichlorobis(triphenylphosphine)palladium(II) (56 mg, 0.08 mmol) was added and the reaction mixture was stirred overnight at room temperature. Column chromatography (2-7% EtOAc—hexanes) afforded 64.0 mg (81%) ...